From a dataset of the Open Reaction Database (ORD), a public repository of structured organic reaction records. describe an organic reaction: reactants, conditions, products, and yield Reactants: C(=O)N[C@H]1[C@@H]2N(C(=C(CS2)\C=C\C#CCC)C(=O)OC(C2=CC=CC=C2)C2=CC=CC=C2)C1=O (Diphenylmethyl(6R,7R)-7-formamido-3-[(E)-hex-1-en-3-ynyl]ceph-3-em-4-carboxylate), P(=O)(Cl)(Cl)Cl (phosphorous oxychloride). Run in CO (methanol), CCOCC (ether). Conditions: time 40 minute. The product is Cl.N[C@H]1[C@@H]2N(C(=C(CS2)\C=C\C#CCC)C(=O)OC(C2=CC=CC=C2)C2=CC=CC=C2)C1=O (Diphenylmethyl(6R,7R)-7-Amino-3-[(E)-hex-1-en-3-ynyl]ceph-3-em-4-carboxylate, hydrochloride). Reaction SMILES: C([NH:3][C@@H:4]1[C:33](=[O:34])[N:6]2[C:7]([C:17]([O:19][CH:20]([C:27]3[CH:32]=[CH:31][CH:30]=[CH:29][CH:28]=3)[C:21]3[CH:26]=[CH:25][CH:24]=[CH:23][CH:22]=3)=[O:18])=[C:8](/[CH:11]=[CH:12]/[C:13]#[C:14][CH2:15][CH3:16])[CH2:9][S:10][C@H:5]12)=O.P(Cl)(Cl)([Cl:37])=O>CO.CCOCC>[ClH:37].[NH2:3][C@@H:4]1[C:33](=[O:34])[N:6]2[C:7]([C:17]([O:19][CH:20]([C:27]3[CH:32]=[CH:31][CH:30]=[CH:29][CH:28]=3)[C:21]3[CH:22]=[CH:23][CH:24]=[CH:25][CH:26]=3)=[O:18])=[C:8](/[CH:11]=[CH:12]/[C:13]#[C:14][CH2:15][CH3:16])[CH2:9][S:10][C@H:5]12 |f:4.5|. Reported procedure: A stirred suspension of the product of Stage (b) (633 mg) in methanol (5 ml) and ether (5 ml) was treated dropwise with phosphorous oxychloride (250 μl) with ice-bath cooling. After 90 mins the ice-bath was removed and stirring continued for 40 mins at room temperature. The solution was concentrated and added to vigorously stirred ether (75 ml). The precipitated solid was collected by filtration, washed thoroughly with ether and dried in vacuo to give the title compound as a solid (442 mg); νmax... Reactants: C(C)(C)(C)OC(NC1=C(C=CC=C1)NC(\C=C\C1=CN(C=C1)S(=O)(=O)C1=CC=C(C=C1)I)=O)=O ((2-{(E)-3-[1-(4-Iodo-benzenesulfonyl)-1H-pyrrol-3-yl]-allanoylamino}-phenyl)-carbamic acid tert-butyl ester), COC1=NC=C(C=C1)B(O)O (2-methoxy-5-pyridineboronic acid), atmosphere, S(=O)(=O)([O-])[O-].[Na+].[Na+] (sodium sulfate). Reagents/catalysts: C1=CC=C(C=C1)P(C2=CC=CC=C2)C3=CC=CC=C3.C1=CC=C(C=C1)P(C2=CC=CC=C2)C3=CC=CC=C3.Cl[Pd]Cl (bis-(triphenylphosphine)palladium-(II)chloride). The solvent is C(OC)COC (dimethoxyethane). Yields the product C(C)(C)(C)OC(NC1=C(C=CC=C1)NC(\C=C\C1=CN(C=C1)S(=O)(=O)C1=CC=C(C=C1)C=1C=NC(=CC1)OC)=O)=O ([2-((E)-3-{1-[4-(6-Methoxy-pyridin-3-yl)benzenesulfonyl]-1H-pyrrol-3-yl}-allanoylamino)-phenyl]-carbamic acid tert-butyl ester). Yield: 87.0%. RXN SMILES: [C:1]([O:5][C:6](=[O:34])[NH:7][C:8]1[CH:13]=[CH:12][CH:11]=[CH:10][C:9]=1[NH:14][C:15](=[O:33])/[CH:16]=[CH:17]/[C:18]1[CH:22]=[CH:21][N:20]([S:23]([C:26]2[CH:31]=[CH:30][C:29](I)=[CH:28][CH:27]=2)(=[O:25])=[O:24])[CH:19]=1)([CH3:4])([CH3:3])[CH3:2].[CH3:35][O:36][C:37]1[CH:42]=[CH:41][C:40](B(O)O)=[CH:39][N:38]=1.S([O-])([O-])(=O)=O.[Na+].[Na+]>C1C=CC(P(C2C=CC=CC=2)C2C=CC=CC=2)=CC=1.C1C=CC(P(C2C=CC=CC=2)C2C=CC=CC=2)=CC=1.Cl[Pd]Cl.C(COC)OC>[C:1]([O:5][C:6](=[O:34])[NH:7][C:8]1[CH:13]=[CH:12][CH:11]=[CH:10][C:9]=1[NH:14][C:15](=[O:33])/[CH:16]=[CH:17]/[C:18]1[CH:22]=[CH:21][N:20]([S:23]([C:26]2[CH:31]=[CH:30][C:29]([C:40]3[CH:39]=[N:38][C:37]([O:36][CH3:35])=[CH:42][CH:41]=3)=[CH:28][CH:27]=2)(=[O:25])=[O:24])[CH:19]=1)([CH3:4])([CH3:3])[CH3:2] |f:2.3.4,5.6.7|. Reported procedure: To mixture of 0.3 g (2-{(E)-3-[1-(4-Iodo-benzenesulfonyl)-1H-pyrrol-3-yl]-allanoylamino}-phenyl)-carbamic acid tert-butyl ester, 0.116 g 2-methoxy-5-pyridineboronic acid and 11 ml dimethoxyethane are added under an inert gas atmosphere 0.9 ml of an aqueous solution of 2N sodium sulfate and 70 mg of bis-(triphenylphosphine)palladium-(II)chloride. The mixture is refluxed for 24 h and after filtration and evaporation the residue is extracted between ethyl acetate and a 5% aqueous solution of sodium... RXN SMILES: [NH2:1][C:2]1[C:7]([C:8]#[N:9])=[C:6]([C:10]2[N:11]=[CH:12][S:13][CH:14]=2)[C:5]([C:15]#[N:16])=[C:4]([SH:17])[N:3]=1.Cl[CH2:19][C:20]1[N:21]=[C:22]([C:25]2[CH:30]=[CH:29][C:28]([Cl:31])=[CH:27][CH:26]=2)[O:23][CH:24]=1.C(=O)(O)[O-].[Na+]>CN(C=O)C>[NH2:1][C:2]1[C:7]([C:8]#[N:9])=[C:6]([C:10]2[N:11]=[CH:12][S:13][CH:14]=2)[C:5]([C:15]#[N:16])=[C:4]([S:17][CH2:19][C:20]2[N:21]=[C:22]([C:25]3[CH:30]=[CH:29][C:28]([Cl:31])=[CH:27][CH:26]=3)[O:23][CH:24]=2)[N:3]=1 |f:2.3|. Yields the product NC1=NC(=C(C(=C1C#N)C=1N=CSC1)C#N)SCC=1N=C(OC1)C1=CC=C(C=C1)Cl (2-Amino-6-([2-(4-chlorophenyl)-1,3-oxazol-4-yl]methylsulfanyl)-4-(1,3-thiazol-4-yl)pyridine-3,5-dicarbonitrile). Solvent: CN(C)C=O (DMF). Reported procedure: 90 mg (about 0.298 mmol) of 2-amino-6-sulfanyl-4-(1,3-thiazol-4-yl)pyridine-3,5-dicarbonitrile, together with 87 mg (0.382 mmol) of 4-(chloromethyl)-2-(4-chlorophenyl)-1,3-oxazole and 88 mg (1.041 mmol) of sodium bicarbonate, were stirred in 20 ml DMF at room temperature overnight. The reaction mixture was purified by preparative HPLC (acetonitrile/water: 10:90→95:5, 0.1% TFA added). This gave 37 mg (24% of theory) of the target compound. Reactants: NC1=NC(=C(C(=C1C#N)C=1N=CSC1)C#N)S (2-amino-6-sulfanyl-4-(1,3-thiazol-4-yl)pyridine-3,5-dicarbonitrile), ClCC=1N=C(OC1)C1=CC=C(C=C1)Cl (4-(chloromethyl)-2-(4-chlorophenyl)-1,3-oxazole), C([O-])(O)=O.[Na+] (sodium bicarbonate). The reactants are C([O-])(O)=O.[Na+] (sodium bicarbonate), C(CO)O (1,2-ethanediol), anhydrous paratoluenesulfonic acid, CC1C(CCCC1S(=O)(=O)C1=CC=CC=C1)=O (2-methyl-3-(phenylsulfonyl)-cyclohexan-1-one). Run in C1=CC=CC=C1 (benzene). Product: C1OC2(C(C(CCC2)S(=O)(=O)C2=CC=CC=C2)C)OC1 (1,1-(ethylenedioxy)-2-methyl-3-(phenylsulfonyl)-cyclohexane). The yield is 95.0%. Reaction SMILES: [CH3:1][CH:2]1[CH:7]([S:8]([C:11]2[CH:16]=[CH:15][CH:14]=[CH:13][CH:12]=2)(=[O:10])=[O:9])[CH2:6][CH2:5][CH2:4][C:3]1=[O:17].[CH2:18](O)[CH2:19][OH:20].C(=O)(O)[O-].[Na+]>C1C=CC=CC=1>[CH2:18]1[CH2:19][O:20][C:3]2([CH2:4][CH2:5][CH2:6][CH:7]([S:8]([C:11]3[CH:16]=[CH:15][CH:14]=[CH:13][CH:12]=3)(=[O:10])=[O:9])[CH:2]2[CH3:1])[O:17]1 |f:2.3|. Procedure details: To a solution obtained by dissolving 1.4 g of 2-methyl-3-(phenylsulfonyl)-cyclohexan-1-one in 20 ml of benzene, were added 0.41 ml of 1,2-ethanediol and 0.1 g of anhydrous paratoluenesulfonic acid. The resulting mixture was heated under reflux for 4 hours. After the reaction, a 2M aqueous sodium bicarbonate solution was added and the resulting mixture was extracted with ethyl acetate three times. The combined organic layers were washed with saturated saline and dried over magnesium sulfate. The ... The product is C=CCN(CC=O)C(=O)Nc1nnc(S(C)(=O)=O)s1. The reactants are C=CCNCC=O, CS(=O)(=O)c1nnc(N=C=O)s1, c1ccccc1. Reaction SMILES: [CH2:13]([CH:14]=[CH2:15])[NH:16][CH2:17][CH:18]=[O:19].[CH3:1][S:2](=[O:3])(=[O:4])[c:5]1[n:6][n:7][c:8]([N:10]=[C:11]=[O:12])[s:9]1.[cH:20]1[cH:21][cH:22][cH:23][cH:24][cH:25]1>>[CH3:1][S:2](=[O:3])(=[O:4])[c:5]1[n:6][n:7][c:8]([NH:10][C:11](=[O:12])[N:16]([CH2:13][CH:14]=[CH2:15])[CH2:17][CH:18]=[O:19])[s:9]1.